Dataset: the Open Reaction Database (ORD), a public repository of structured organic reaction records. Task: describe an organic reaction: reactants, conditions, products, and yield Starting materials: C[N+]1(CCOCC1)[O-] (NMO), C1CCOC1 (THF), [C@@H]1(C=CCCC1)NC=1SC2=C(N1)C=CC(=C2)CN2C=NC=1C2=NC=C(C1)F ((R)—N-(cyclohex-2-en-1-yl)-6-((6-fluoro-3H-imidazo[4,5-b]pyridin-3-yl)methyl)benzo[d]thiazol-2-amine). The reagents and catalysts are O=[Os](=O)(=O)=O (OsO4). Run in C(C)(C)(C)O (tert-butanol), O (H2O), O (H2O). Conditions: time 18 hour. Product: FC=1C=C2C(=NC1)N(C=N2)CC2=CC1=C(N=C(S1)N[C@H]1[C@H]([C@H](CCC1)O)O)C=C2 ((1S,2R,3R)-3-((6-((6-fluoro-3H-imidazo[4,5-b]pyridin-3-yl)methyl)benzo[d]thiazol-2-yl)amino)cyclohexane-1,2-diol). Yield: 2.0%. As a reaction SMILES: C[N+]1([O-])CC[O:5]CC1.[C@@H:9]1([NH:15][C:16]2[S:17][C:18]3[CH:24]=[C:23]([CH2:25][N:26]4[C:30]5=[N:31][CH:32]=[C:33]([F:35])[CH:34]=[C:29]5[N:28]=[CH:27]4)[CH:22]=[CH:21][C:19]=3[N:20]=2)CCCC=[CH:10]1.[CH2:36]1[CH2:40][O:39][CH2:38][CH2:37]1>C(O)(C)(C)C.O.O=[Os](=O)(=O)=O>[F:35][C:33]1[CH:34]=[C:29]2[N:28]=[CH:27][N:26]([CH2:25][C:23]3[CH:22]=[CH:21][C:19]4[N:20]=[C:16]([NH:15][C@@H:9]5[CH2:10][CH2:38][CH2:37][C@H:36]([OH:5])[C@@H:40]5[OH:39])[S:17][C:18]=4[CH:24]=3)[C:30]2=[N:31][CH:32]=1. Procedure details: To a stirred mixture of NMO in tert-butanol (5 mL), THF (1.5 mL), H2O (0.5 mL), and a 4% wt solution of OsO4 in H2O (10 μL, 0.3 mmol) at rt was added portionwise (R)—N-(cyclohex-2-en-1-yl)-6-((6-fluoro-3H-imidazo[4,5-b]pyridin-3-yl)methyl)benzo[d]thiazol-2-amine (142 mg, 0.4 mmol) from Example 176. After the mixture was stirred at rt for 18 h, it was partitioned between EtOAc (200 mL) and 0.5 M aq K2CO3 (100 mL). The organic layer was separated, washed with brine (100 mL), dried over MgSO4, filt...